The task is: describe an organic reaction: reactants, conditions, products, and yield. This data is from the Open Reaction Database (ORD), a public repository of structured organic reaction records. The reactants are CC(C)(C)OC(=O)N1CCC(C(=O)N2CCN(C(=O)Nc3ccc(Cl)c(Cl)c3)CC2)C1, ClCCl, O=C(O)C(F)(F)F. Yields the product O=C(Nc1ccc(Cl)c(Cl)c1)N1CCN(C(=O)C2CCNC2)CC1. RXN SMILES: [Cl:1][c:2]1[cH:3][c:4]([NH:9][C:10](=[O:11])[N:12]2[CH2:13][CH2:14][N:15]([C:18](=[O:19])[CH:20]3[CH2:21][N:22]([C:25]([O:26][C:27]([CH3:28])([CH3:29])[CH3:30])=[O:31])[CH2:23][CH2:24]3)[CH2:16][CH2:17]2)[cH:5][cH:6][c:7]1[Cl:8].[Cl:39][CH2:40][Cl:41].[F:32][C:33]([F:34])([F:35])[C:36]([OH:37])=[O:38]>>[Cl:1][c:2]1[cH:3][c:4]([NH:9][C:10](=[O:11])[N:12]2[CH2:13][CH2:14][N:15]([C:18](=[O:19])[CH:20]3[CH2:21][NH:22][CH2:23][CH2:24]3)[CH2:16][CH2:17]2)[cH:5][cH:6][c:7]1[Cl:8]. Starting materials: O=C([O-])[O-], CB(O)O, [Cs+], [Cs+], CCOC(=O)c1nc(I)c2c(-c3ccc(OC)cc3)noc2c1O, c1ccc(P(c2ccccc2)(c2ccccc2)[Pd](P(c2ccccc2)(c2ccccc2)c2ccccc2)(P(c2ccccc2)(c2ccccc2)c2ccccc2)P(c2ccccc2)(c2ccccc2)c2ccccc2)cc1. The product is CCOC(=O)c1nc(C)c2c(-c3ccc(OC)cc3)noc2c1O. RXN SMILES: [C:29](=[O:30])([O-:31])[O-:32].[CH3:25][B:26]([OH:27])[OH:28].[Cs+:33].[Cs+:34].[OH:1][c:2]1[c:3]2[c:4]([c:5]([I:13])[n:6][c:7]1[C:8](=[O:9])[O:10][CH2:11][CH3:12])[c:14](-[c:17]1[cH:18][cH:19][c:20]([O:23][CH3:24])[cH:21][cH:22]1)[n:15][o:16]2.[cH:35]1[cH:36][cH:37][c:38]([P:39]([Pd:40]([P:41]([c:42]2[cH:43][cH:44][cH:45][cH:46][cH:47]2)([c:48]2[cH:49][cH:50][cH:51][cH:52][cH:53]2)[c:54]2[cH:55][cH:56][cH:57][cH:58][cH:59]2)([P:60]([c:61]2[cH:62][cH:63][cH:64][cH:65][cH:66]2)([c:67]2[cH:68][cH:69][cH:70][cH:71][cH:72]2)[c:73]2[cH:74][cH:75][cH:76][cH:77][cH:78]2)[P:79]([c:80]2[cH:81][cH:82][cH:83][cH:84][cH:85]2)([c:86]2[cH:87][cH:88][cH:89][cH:90][cH:91]2)[c:92]2[cH:93][cH:94][cH:95][cH:96][cH:97]2)([c:98]2[cH:99][cH:100][cH:101][cH:102][cH:103]2)[c:104]2[cH:105][cH:106][cH:107][cH:108][cH:109]2)[cH:110][cH:111]1>>[OH:1][c:2]1[c:3]2[c:4]([c:5]([CH3:25])[n:6][c:7]1[C:8](=[O:9])[O:10][CH2:11][CH3:12])[c:14](-[c:17]1[cH:18][cH:19][c:20]([O:23][CH3:24])[cH:21][cH:22]1)[n:15][o:16]2. Reaction SMILES: [C:27]([O:28][OH:30])(=[O:29])[CH3:31].[CH3:1][C:2]([C:3](=[O:4])[O:5][CH3:6])([CH2:7][CH2:8][C:9]([C:10]([F:11])([F:12])[F:13])([F:14])[F:15])[S:16][CH2:17][CH2:18][C:19]([F:20])([F:21])[F:22].[CH3:32][C:33](=[O:34])[OH:35].[CH:23]([Cl:24])([Cl:25])[Cl:26].[OH2:36]>>[CH3:1][C:2]([C:3](=[O:4])[O:5][CH3:6])([CH2:7][CH2:8][C:9]([C:10]([F:11])([F:12])[F:13])([F:14])[F:15])[S:16]([CH2:17][CH2:18][C:19]([F:20])([F:21])[F:22])=[O:29]. Product: COC(=O)C(C)(CCC(F)(F)C(F)(F)F)S(=O)CCC(F)(F)F. Starting materials: CC(=O)OO, COC(=O)C(C)(CCC(F)(F)C(F)(F)F)SCCC(F)(F)F, CC(=O)O, ClC(Cl)Cl, O.